From a dataset of the Open Reaction Database (ORD), a public repository of structured organic reaction records. describe an organic reaction: reactants, conditions, products, and yield The reactants are CC(CC(C)=O)(C)NC(C=C)=O (N-(1,1-dimethyl-3-oxobutyl)acrylamide), N (ammonia), ( 1 ), S(=O)(=O)(O)O.OC1(CC(N=C(O1)C=C)(C)C)C (5,6-dihydro-6-hydroxy-4,4,6-trimethyl-2-vinyl-1,3(4H)-oxazine sulfate). Solvent: O (water). Product: C(C=C)(=O)N.CC(=O)C.CC(=O)C (diacetone acrylamide). As a reaction SMILES: CC([NH:8][C:9](=[O:12])[CH:10]=[CH2:11])(C)[CH2:3][C:4](=[O:6])[CH3:5].S(O)(O)(=O)=O.[OH:18][C:19]1([CH3:29])OC(C=C)=NC(C)(C)[CH2:20]1.N>O>[C:9]([NH2:8])(=[O:12])[CH:10]=[CH2:11].[CH3:3][C:4]([CH3:5])=[O:6].[CH3:20][C:19]([CH3:29])=[O:18] |f:1.2,5.6.7|. Reported procedure: A process for preparing N-(1,1-dimethyl-3-oxobutyl)acrylamide which comprises (1) contacting a dispersion of 5,6-dihydro-6-hydroxy-4,4,6-trimethyl-2-vinyl-1,3(4H)-oxazine sulfate (1:1) in a water-immiscible organic solvent with a neutralizing or alkalizing amount of gaseous ammonia at a temperature between about 10° C. and 30° C. to form a solution of diacetone acrylamide in said organic solvent and a precipitate of crystalline ammonium sulfate; (2) separating the crystals of ammonium sulfate; (... The reactants are Cl (hydrochloric acid), [H-].[Na+] (Sodium hydride), C1(=CC=CC=C1)C=1C(=CNC1)C(=O)OC (methyl 4-phenylpyrrole-3-carboxylate), C(C1=CC=CC=C1)OC1=CC=C(CCl)C=C1 (4-benzyloxybenzyl chloride). Run in CN(C=O)C (N,N-dimethylformamide). Conditions: time 1 hour. The product is C(C1=CC=CC=C1)OC1=CC=C(CN2C=C(C(=C2)C2=CC=CC=C2)C(=O)OC)C=C1 (methyl 1-(4-benzyloxybenzyl)-4-phenylpyrrole-3-carboxylate). Yield: 96.6%. As a reaction SMILES: [H-].[Na+].[C:3]1([C:9]2[C:10]([C:14]([O:16][CH3:17])=[O:15])=[CH:11][NH:12][CH:13]=2)[CH:8]=[CH:7][CH:6]=[CH:5][CH:4]=1.[CH2:18]([O:25][C:26]1[CH:33]=[CH:32][C:29]([CH2:30]Cl)=[CH:28][CH:27]=1)[C:19]1[CH:24]=[CH:23][CH:22]=[CH:21][CH:20]=1.Cl>CN(C)C=O>[CH2:18]([O:25][C:26]1[CH:27]=[CH:28][C:29]([CH2:30][N:12]2[CH:13]=[C:9]([C:3]3[CH:4]=[CH:5][CH:6]=[CH:7][CH:8]=3)[C:10]([C:14]([O:16][CH3:17])=[O:15])=[CH:11]2)=[CH:32][CH:33]=1)[C:19]1[CH:20]=[CH:21][CH:22]=[CH:23][CH:24]=1 |f:0.1|. Reported procedure: Sodium hydride (60%, oily, 2.55 g) was added to a mixture of methyl 4-phenylpyrrole-3-carboxylate (11.61 g), 4-benzyloxybenzyl chloride (15.23 g) and N,N-dimethylformamide (100 ml) at 0° C., and the mixture was stirred for one hour. The reaction mixture was poured into dilute hydrochloric acid, which was extracted with ethyl acetate. The ethyl acetate layer was washed with saturated aqueous sodium chloride solution, dried (MgSO4), and then concentrated. The residue was subjected to silica gel co... The reactants are C1(CCCCCC1)C1=NN=C(S1)N=C=O (5-cycloheptyl-1,3,4-thiadiazol-2-yl isocyanate), dimethyl acetal, CNCC=O (2-methylaminoacetaldehyde). Solvent: C1=CC=CC=C1 (benzene), C1=CC=CC=C1 (benzene). Product: dimethyl acetal, CN(C(=O)NC=1SC(=NN1)C1CCCCCC1)CC=O (2-[1-methyl-3-(5-cycloheptyl-1,3,4-thiadiazol-2-yl)ureido]acetaldehyde). RXN SMILES: [CH:1]1([C:8]2[S:12][C:11]([N:13]=[C:14]=[O:15])=[N:10][N:9]=2)[CH2:7][CH2:6][CH2:5][CH2:4][CH2:3][CH2:2]1.[CH3:16][NH:17][CH2:18][CH:19]=[O:20]>C1C=CC=CC=1>[CH3:16][N:17]([CH2:18][CH:19]=[O:20])[C:14]([NH:13][C:11]1[S:12][C:8]([CH:1]2[CH2:2][CH2:3][CH2:4][CH2:5][CH2:6][CH2:7]2)=[N:9][N:10]=1)=[O:15]. Procedure: A mixture of 5-cycloheptyl-1,3,4-thiadiazol-2-yl isocyanate dimer (0.05 mole), the dimethyl acetal of 2-methylaminoacetaldehyde (0.1 mole) and benzene (60 ml) are charged into a glass reaction vessel equipped with a mechanical stirrer and reflux condenser. The reaction mixture is heated at reflux for a period of about 15 minutes. After this time to the mixture is stripped of benzene under reduced pressure yield a solid product as the residue. The residue is then recrystallized to yield the desir... Reactants: FC1=CC=C(C=C1)C=1N=C(N(C1C1=CC=C(C=C1)F)/C=C/C(=O)OC)C(C)C (methyl (E)-3-[4,5-bis(4-fluorophenyl)-2-(1-methylethyl)-1H-imidazol-yl]-2-propenoate), [H-].C(C(C)C)[Al+]CC(C)C (diisobutylaluminium hydride), Intermediate ( 8a ). The product is FC1=CC=C(C=C1)C=1N=C(N(C1C1=CC=C(C=C1)F)/C=C/CO)C(C)C ((E)-3 -[4,5-Bis(4-fluorophenyl)-2-(1-methylethyl)-1H-imidazol-1-yl]-2-propenol). The yield is 81.3%. As a reaction SMILES: [F:1][C:2]1[CH:7]=[CH:6][C:5]([C:8]2[N:9]=[C:10]([CH:26]([CH3:28])[CH3:27])[N:11](/[CH:20]=[CH:21]/[C:22](OC)=[O:23])[C:12]=2[C:13]2[CH:18]=[CH:17][C:16]([F:19])=[CH:15][CH:14]=2)=[CH:4][CH:3]=1.[H-].C([Al+]CC(C)C)C(C)C>>[F:1][C:2]1[CH:3]=[CH:4][C:5]([C:8]2[N:9]=[C:10]([CH:26]([CH3:28])[CH3:27])[N:11](/[CH:20]=[CH:21]/[CH2:22][OH:23])[C:12]=2[C:13]2[CH:18]=[CH:17][C:16]([F:19])=[CH:15][CH:14]=2)=[CH:6][CH:7]=1 |f:1.2|. Procedure details: From methyl (E)-3-[4,5-bis(4-fluorophenyl)-2-(1-methylethyl)-1H-imidazol-yl]-2-propenoate (1.150 g) and diisobutylaluminium hydride (1M in dichloromethane, 6.62 ml) by the process as described for the preparation of Intermediate (8a) to afford a white solid which was purified by FCC eluting with System A (2:3) to afford the title compound (0.866 g) as a white solid, λmax (EtOH) 255.2 (12,050) and 243.2 (inf) nm (ε10,915). Starting materials: BrC=1C=C2CCOC(C2=CC1)CC(=O)O ((6-Bromoisochroman-1-yl)acetic acid), C(CCC)OC1=CC=C(C=C1)N1CCN(CC1)C(CC1OCCC2=CC(=CC=C12)Br)=O (1-(4-butyloxyphenyl)-4-[2-(6-bromoisochroman-1-yl)]acetyl piperazine), O.Cl.Cl.C1(OCCC2=CC=CC=C12)CCN1CCN(CC1)C1=C(C=CC=C1)OC (1-[2-(Isochroman-1-yl)ethyl]-4-(2-methoxyphenyl)piperazine dihydrochloride monohydrate), amide. The product is C(CCC)OC1=CC=C(C=C1)N1CCN(CC1)CCC1OCCC2=CC(=CC=C12)Br (1-(4-Butyloxyphenyl)-4-[2-(6-bromoisochroman-1-yl)-ethyl]piperazine). RXN SMILES: BrC1C=C2C(=CC=1)C(CC(O)=O)OCC2.O.Cl.Cl.C1(CCN2CCN(C3C=CC=CC=3OC)CC2)C2C(=CC=CC=2)CCO1.[CH2:45]([O:49][C:50]1[CH:55]=[CH:54][C:53]([N:56]2[CH2:61][CH2:60][N:59]([C:62](=O)[CH2:63][CH:64]3[C:73]4[C:68](=[CH:69][C:70]([Br:74])=[CH:71][CH:72]=4)[CH2:67][CH2:66][O:65]3)[CH2:58][CH2:57]2)=[CH:52][CH:51]=1)[CH2:46][CH2:47][CH3:48]>>[CH2:45]([O:49][C:50]1[CH:51]=[CH:52][C:53]([N:56]2[CH2:61][CH2:60][N:59]([CH2:62][CH2:63][CH:64]3[C:73]4[C:68](=[CH:69][C:70]([Br:74])=[CH:71][CH:72]=4)[CH2:67][CH2:66][O:65]3)[CH2:58][CH2:57]2)=[CH:54][CH:55]=1)[CH2:46][CH2:47][CH3:48] |f:1.2.3.4|. Reported procedure: (6-Bromoisochroman-1-yl)acetic acid (EXAMPLE 22, LXVIII) is coupled with 4-butyloxyphenylpiperazine (XI) and the resulting amide, 1-(4-butyloxyphenyl)-4-[2-(6-bromoisochroman-1-yl)]acetyl piperazine (LXIII, 4.2 mmol) is reduced according to the general procedure of EXAMPLE 50 making non-critical variations, to give the title compound, NMR (300 MHz, CDCl3) 7.32, 7.06, 6.85, 4.80, 4.13-4.08, 3.71, 3.28, 3.10-2.72, 2.65, 2.40, 2.22, 1.74, 1.46, 1.25 and 0.96 δ.